describe an organic reaction: reactants, conditions, products, and yield From a dataset of the Open Reaction Database (ORD), a public repository of structured organic reaction records. The reactants are ClC=1C=CC(=NC1)C(C1=CC=C(C=C1)F)=O (5-chloro-2-(4-fluorobenzoyl)pyridine), [N-]=[N+]=[N-].[Na+] (sodium azide), O (water). The solvent is CS(=O)C (DMSO). Run at temperature 0 celsius, time 10 minute. Product: NC1=CC=C(C=C1)C(O)C1=NC=C(C=C1)Cl ((4-aminophenyl)(5-chloropyridin-2-yl)methanol). Isolated yield 30.1%. Reaction SMILES: [Cl:1][C:2]1[CH:3]=[CH:4][C:5]([C:8](=[O:16])[C:9]2[CH:14]=[CH:13][C:12](F)=[CH:11][CH:10]=2)=[N:6][CH:7]=1.[N-:17]=[N+]=[N-].[Na+].O>CS(C)=O>[NH2:17][C:12]1[CH:13]=[CH:14][C:9]([CH:8]([C:5]2[CH:4]=[CH:3][C:2]([Cl:1])=[CH:7][N:6]=2)[OH:16])=[CH:10][CH:11]=1 |f:1.2|. Reported procedure: A solution of 5-chloro-2-(4-fluorobenzoyl)pyridine (3.0 g) and sodium azide (0.84 g) in DMSO (60 ml) was stirred for 20 hours at 90° C. To the reaction mixture was added water, and the mixture was extracted with diethylether. The organic layer was washed with water and saturated brine, dried over magnesium sulfate and concentrated under reduced pressure, and a solution of the residue (3.19 g) in. THF (60 ml) was added dropwise to a suspension of aluminum lithium hydride (0.97 g) in THF (10 ml) a... Starting materials: [Ca].S(=O)(=O)(O)C=1C2=C(C(=C(N2)C=C2C3=C(C(C=C4C=CC(=CC=5C=CC1N5)N4)=N2)N=CC=C3)S(=O)(=O)O)S(=O)(=O)O (tri sulfo pyrido porphine calcium), C1C=CN(C=C1C(=O)N)C2C(C(C(O2)COP(=O)([O-])OP(=O)([O-])OCC3C(C(C(O3)N4C=NC5=C4N=CN=C5N)OP(=O)([O-])[O-])O)O)O.[Na+].[Na+].[Na+].[Na+] (tetra sodium), meso-disulfopyrryl-meso-disulfo phenyl porphine, hexa sodium, C1C=CN(C=C1C(=O)N)C2C(C(C(O2)COP(=O)([O-])OP(=O)([O-])OCC3C(C(C(O3)N4C=NC5=C4N=CN=C5N)OP(=O)([O-])[O-])O)O)O.[Na+].[Na+].[Na+].[Na+] (tetra sodium), C1C=CN(C=C1C(=O)N)C2C(C(C(O2)COP(=O)([O-])OP(=O)([O-])OCC3C(C(C(O3)N4C=NC5=C4N=CN=C5N)OP(=O)([O-])[O-])O)O)O.[Na+].[Na+].[Na+].[Na+] (tetra sodium), disulfobenzo-meso-tetrasulfophenyl porphine, meso-disulfopyrryl-meso-disulfo phenyl porphine, meso-disulfo-pyrryl-meso-disulfo phenyl porphine zinc, tri ammonium, hexa sodium, C1=CC(=CC=C1N=NC2C(=NN(C2=O)C3=CC=C(C=C3)S(=O)(=O)[O-])C(=O)[O-])S(=O)(=O)[O-].[Na+].[Na+].[Na+] (tri sodium salt), 1,2,3,4,5,6,7,8-octa n-propyl -meso-disulfopyrryl-meso-disulfo phenyl porphine zinc, 1,2,3,4,5,6,7,8-octamethyl-meso-disulfopyrryl-meso-disulfo pheyl porphine, tetra ammonium salt, disulfobenzo-meso-tetra(sulfo-4-pyridyl) porphine zinc, S(=O)(=O)(O)C=1C2=C(C(=C(N2)C=C2C3=C(C(C=C4C=CC(=CC=5C=CC1N5)N4)=N2)N=CC=C3)S(=O)(=O)O)S(=O)(=O)O (tri sulfo pyrido porphine), C1C=CN(C=C1C(=O)N)C2C(C(C(O2)COP(=O)([O-])OP(=O)([O-])OCC3C(C(C(O3)N4C=NC5=C4N=CN=C5N)OP(=O)([O-])[O-])O)O)O.[Na+].[Na+].[Na+].[Na+] (tetra sodium). Product: [NH4+].[NH4+].[NH4+].S(=O)(=O)(O)C=1C2=C(C(=C(N2)C=C2C3=C(C(C=C4C=CC(=CC=5C=CC1N5)N4)=N2)N=CC=C3)S(=O)(=O)O)S(=O)(=O)O (Tri sulfo pyrido porphine, tri ammonium salt). Reaction SMILES: [Ca].[S:2]([C:6]1[C:7]2[NH:11][C:10]([CH:12]=[C:13]3[N:29]=[C:16]([CH:17]=[C:18]4[NH:28][C:21](=[CH:22][C:23]5[CH:24]=[CH:25][C:26]=1[N:27]=5)[CH:20]=[CH:19]4)[C:15]1[N:30]=[CH:31][CH:32]=[CH:33][C:14]3=1)=[C:9]([S:34]([OH:37])(=[O:36])=[O:35])[C:8]=2[S:38]([OH:41])(=[O:40])=[O:39])([OH:5])(=[O:4])=[O:3].S(C1C2[NH:51]C(C=C3N=C(C=C4NC(=CC5C=CC=1N=5)C=C4)C1N=CC=CC3=1)=C(S(O)(=O)=O)C=2S(O)(=O)=O)(O)(=O)=O.C1C([N:88]=NC2C(=O)N(C3C=CC(S([O-])(=O)=O)=CC=3)N=C2C([O-])=O)=CC=C(S([O-])(=O)=O)C=1.[Na+].[Na+].[Na+].C1C(C(N)=O)=CN(C2OC(COP(OP(OCC3OC(N4C5N=CN=C(N)C=5N=C4)C(OP([O-])([O-])=O)C3O)([O-])=O)([O-])=O)C(O)C2O)C=C1.[Na+].[Na+].[Na+].[Na+]>>[NH4+:11].[NH4+:51].[NH4+:88].[S:2]([C:6]1[C:7]2[NH:11][C:10]([CH:12]=[C:13]3[N:29]=[C:16]([CH:17]=[C:18]4[NH:28][C:21](=[CH:22][C:23]5[CH:24]=[CH:25][C:26]=1[N:27]=5)[CH:20]=[CH:19]4)[C:15]1[N:30]=[CH:31][CH:32]=[CH:33][C:14]3=1)=[C:9]([S:34]([OH:37])(=[O:35])=[O:36])[C:8]=2[S:38]([OH:41])(=[O:40])=[O:39])([OH:5])(=[O:4])=[O:3] |f:0.1,3.4.5.6,7.8.9.10.11,12.13.14.15|. Procedure details: tri sulfo pyrido porphine calcium, tri ammonium salt; tri sulfo pyrido porphine, tri sodium salt; meso-disulfopyrryl-meso-disulfo phenyl porphine, tetra sodium salt; meso-disulfo-pyrryl-meso-disulfo phenyl porphine zinc, tetra sodium salt; meso-disulfopyrryl-meso-disulfo phenyl porphine, tetra sodium salt, 1,2,3,4,5,6,7,8-octamethyl-meso-disulfopyrryl-meso-disulfo pheyl porphine, tetra ammonium salt; 1,2,3,4,5,6,7,8-octa n-propyl -meso-disulfopyrryl-meso-disulfo phenyl porphine zinc, tetra sodiu... Reactants: N#Cc1ccccc1CBr, CCOC(=O)Cc1ccc(NC)cc1, [Na+], O, O=C([O-])O. The product is CCOC(=O)Cc1ccc(N(C)Cc2ccccc2C#N)cc1. RXN SMILES: [Br:20][CH2:21][c:22]1[c:23]([C:28]#[N:29])[cH:24][cH:25][cH:26][cH:27]1.[CH3:1][NH:2][c:3]1[cH:4][cH:5][c:6]([CH2:9][C:10](=[O:11])[O:12][CH2:13][CH3:14])[cH:7][cH:8]1.[Na+:15].[OH2:30].[OH:16][C:17](=[O:18])[O-:19]>>[CH3:1][N:2]([c:3]1[cH:4][cH:5][c:6]([CH2:9][C:10](=[O:11])[O:12][CH2:13][CH3:14])[cH:7][cH:8]1)[CH2:21][c:22]1[c:23]([C:28]#[N:29])[cH:24][cH:25][cH:26][cH:27]1. Starting materials: C(Cl)Cl (CH2Cl2), ClC1=C2C(NC(=N1)C)=CC(=N2)C2=CC=CC=C2 (4-chloro-2-methyl-6-phenylpyrrolo[3,2-d]pyrimidine), CC1=CC=C(O1)CN (5-methyl-2-furanmethanamine), C(=O)([O-])[O-].[K+].[K+] (K2CO3). The solvent is O (H2O), O (H2O). Run at temperature 140 celsius, time 2.5 hour. Product: CC1=CC=C(O1)CNC=1N=C(NC=2C1N=C(C2)C2=CC=CC=C2)C ((5-Methyl(2-furyl)methyl](2-methyl-6-phenylpyrrolo[2,3-e]pyrimidin-4-yl)amine). The yield is 61.2%. Reaction SMILES: Cl[C:2]1[N:7]=[C:6]([CH3:8])[NH:5][C:4]2=[CH:9][C:10]([C:12]3[CH:17]=[CH:16][CH:15]=[CH:14][CH:13]=3)=[N:11][C:3]=12.[CH3:18][C:19]1[O:23][C:22]([CH2:24][NH2:25])=[CH:21][CH:20]=1.C([O-])([O-])=O.[K+].[K+].C(Cl)Cl>O>[CH3:18][C:19]1[O:23][C:22]([CH2:24][NH:25][C:2]2[N:7]=[C:6]([CH3:8])[NH:5][C:4]3[C:3]=2[N:11]=[C:10]([C:12]2[CH:17]=[CH:16][CH:15]=[CH:14][CH:13]=2)[CH:9]=3)=[CH:21][CH:20]=1 |f:2.3.4|. Procedure details: To a mixture of 4-chloro-2-methyl-6-phenylpyrrolo[3,2-d]pyrimidine (Example 1(e)) (47.6 mg, 0.19 mmol) and 5-methyl-2-furanmethanamine (Acros Chemical Company) (100 μL, 0.98 mmol) was added a solution of K2CO3 (0.11 g, 0.76 mmol) in H2O (1.5 mL). This mixture was stirred at 140° C. in a closed-capped Wheaton vial for 2.5 h. After cooling, CH2Cl2 (10 mL) and H2O (10 mL) were added. The organic solution was removed and the aqueous solution washed with CH2Cl2 (10 mL). The combined organic solutions... Starting materials: C(=O)(O)C1CCC(CC1)NC1=C(C(=O)NCC2=CC3=C(OCO3)C=C2)C=C(C=C1)[N+](=O)[O-] (2-(4-carboxycyclohexylamino)-5-nitro-N-(1,3-benzodioxol-5-ylmethyl)benzamide), Cl.CN(CCCN=C=NCC)C (1-[3-(dimethylamino)propyl]-3-ethylcarbodiimide hydrochloride), ON1N=NC2=C1C=CC=C2 (1-hydroxybenzotriazole). The reagents and catalysts are N (ammonia). Solvent: CN(C=O)C (dimethylformamide). Run at time 15 hour. The product is C(N)(=O)C1CCC(CC1)NC1=C(C(=O)NCC2=CC3=C(OCO3)C=C2)C=C(C=C1)[N+](=O)[O-] (2-(4-carbamoylcyclohexylamino)-5-nitro-N-(1,3-benzodioxol-5-ylmethyl)benzamide). Isolated yield 75.2%. RXN SMILES: [C:1]([CH:4]1[CH2:9][CH2:8][CH:7]([NH:10][C:11]2[CH:29]=[CH:28][C:27]([N+:30]([O-:32])=[O:31])=[CH:26][C:12]=2[C:13]([NH:15][CH2:16][C:17]2[CH:25]=[CH:24][C:20]3[O:21][CH2:22][O:23][C:19]=3[CH:18]=2)=[O:14])[CH2:6][CH2:5]1)([OH:3])=O.Cl.C[N:35](C)CCCN=C=NCC.ON1C2C=CC=CC=2N=N1>CN(C)C=O.N>[C:1]([CH:4]1[CH2:5][CH2:6][CH:7]([NH:10][C:11]2[CH:29]=[CH:28][C:27]([N+:30]([O-:32])=[O:31])=[CH:26][C:12]=2[C:13]([NH:15][CH2:16][C:17]2[CH:25]=[CH:24][C:20]3[O:21][CH2:22][O:23][C:19]=3[CH:18]=2)=[O:14])[CH2:8][CH2:9]1)(=[O:3])[NH2:35] |f:1.2|. Procedure: To a mixture of 2-(4-carboxycyclohexylamino)-5-nitro-N-(1,3-benzodioxol-5-ylmethyl)benzamide (80.0 mg), 1-[3-(dimethylamino)propyl]-3-ethylcarbodiimide hydrochloride (52.1 mg), 1-hydroxybenzotriazole (36.7 mg) in dimethylformamide (1 mL) was added 28% ammonia solution (10 drops). After stirring for 15 hours at ambient temperature, the mixture was partitioned between water and ethyl acetate. The separated organic layer was washed with an aqueous saturated sodium bicarbonate solution, water and br... The reactants are C(=O)(OC)CN1C(OC2=C1C=C(C=C2)O)=O (3-carbomethoxymethyl-5-hydroxybenzoxazolone), ClC=1C=C(C=C(C1F)F)C(F)(F)F (3-chloro-4,5-difluorobenzotrifluoride), C([O-])([O-])=O.[K+].[K+] (potassium carbonate). Run in CS(=O)C (dimethylsulfoxide). Run at temperature 75 celsius. Product: C(=O)(OC)CN1C(OC2=C1C=C(C=C2)OC2=C(C=C(C=C2F)C(F)(F)F)Cl)=O (3-carbomethoxymethyl-5-(2-chloro-6-fluoro-4-trifluoromethylphenoxy)benzoxazolone). As a reaction SMILES: [C:1]([CH2:5][N:6]1[C:10]2[CH:11]=[C:12]([OH:15])[CH:13]=[CH:14][C:9]=2[O:8][C:7]1=[O:16])([O:3][CH3:4])=[O:2].[Cl:17][C:18]1[CH:19]=[C:20]([C:26]([F:29])([F:28])[F:27])[CH:21]=[C:22]([F:25])[C:23]=1F.C(=O)([O-])[O-].[K+].[K+]>CS(C)=O>[C:1]([CH2:5][N:6]1[C:10]2[CH:11]=[C:12]([O:15][C:23]3[C:22]([F:25])=[CH:21][C:20]([C:26]([F:27])([F:29])[F:28])=[CH:19][C:18]=3[Cl:17])[CH:13]=[CH:14][C:9]=2[O:8][C:7]1=[O:16])([O:3][CH3:4])=[O:2] |f:2.3.4|. Procedure details: A mixture of 1.37 grams (0.006 mole) of 3-carbomethoxymethyl-5-hydroxybenzoxazolone, 1.52 grams (0.007 mole) of 3-chloro-4,5-difluorobenzotrifluoride, 1.26 grams (0.009 mole) of potassium carbonate and 25 milliliters of dimethylsulfoxide was stirred in a water bath maintained at 75° C. until HPLC analysis indicated substantially complete consumption of starting material. The mixture was then poured into 100 milliliters of water, cooled in an ice bath and extracted twice with methylene chloride. ... Reactants: CCOC(=O)CBr, Oc1cc2onc(-c3ccccc3F)c2cc1Cl, [H-], [Na+], CN(C)C=O. Yields the product CCOC(=O)COc1cc2onc(-c3ccccc3F)c2cc1Cl. As a reaction SMILES: [Br:21][CH2:22][C:23](=[O:24])[O:25][CH2:26][CH3:27].[Cl:1][c:2]1[c:3]([OH:18])[cH:4][c:5]2[c:6]([c:7](-[c:10]3[c:11]([F:16])[cH:12][cH:13][cH:14][cH:15]3)[n:8][o:9]2)[cH:17]1.[H-:19].[Na+:20].[O:28]=[CH:29][N:30]([CH3:31])[CH3:32]>>[Cl:1][c:2]1[c:3]([O:18][CH2:22][C:23](=[O:24])[O:25][CH2:26][CH3:27])[cH:4][c:5]2[c:6]([c:7](-[c:10]3[c:11]([F:16])[cH:12][cH:13][cH:14][cH:15]3)[n:8][o:9]2)[cH:17]1.